From a dataset of the Open Reaction Database (ORD), a public repository of structured organic reaction records. describe an organic reaction: reactants, conditions, products, and yield The reactants are ClC1=CC=C(C=C1)C1=C(C(=NN1C1=C(C=C(C=C1)Cl)Cl)C(=O)N)C (5-(4-Chlorophenyl)-1-(2,4-dichlorophenyl)-4-methyl-1H-pyrazole-3-carboxamide), P(=O)(Cl)(Cl)Cl (phosphoryl chloride). The solvent is CN(C=O)C (dimethylformamide). Conditions: temperature 0 celsius, time 20 minute. Yields the product ClC1=CC=C(C=C1)C1=C(C(=NN1C1=C(C=C(C=C1)Cl)Cl)C#N)C (5-(4-chloro phenyl)-1-(2,4-dichlorophenyl)-4-methyl-1H-pyrazole-3-carbonitrile). Reaction SMILES: [Cl:1][C:2]1[CH:7]=[CH:6][C:5]([C:8]2[N:12]([C:13]3[CH:18]=[CH:17][C:16]([Cl:19])=[CH:15][C:14]=3[Cl:20])[N:11]=[C:10]([C:21]([NH2:23])=O)[C:9]=2[CH3:24])=[CH:4][CH:3]=1.P(Cl)(Cl)(Cl)=O>CN(C)C=O>[Cl:1][C:2]1[CH:3]=[CH:4][C:5]([C:8]2[N:12]([C:13]3[CH:18]=[CH:17][C:16]([Cl:19])=[CH:15][C:14]=3[Cl:20])[N:11]=[C:10]([C:21]#[N:23])[C:9]=2[CH3:24])=[CH:6][CH:7]=1. Procedure details: Added dropwise to a solution of 5-(4-chlorophenyl)-1-(2,4-dichlorophenyl)-4-methyl-1H-pyrazole-3-carboxamide (1.57 g, 4.1 mmol) obtained in Step 1 dissolved in dimethylformamide (10 ml) at 0° C., was phosphoryl chloride (0.72 ml, 8.2 mmol). The resulting mixture was stirred for 20 minutes at 0° C. and then stirred for 1 hour at room temperature. The reaction mixture was quenched with water at 0° C., and an mixture was extracted with ethyl acetate (30 ml twice). After removing the solvent, 5-(4-c...